From a dataset of the Open Reaction Database (ORD), a public repository of structured organic reaction records. describe an organic reaction: reactants, conditions, products, and yield Starting materials: [Ba+2], CCOC(=O)c1c(OCC)cc(C(=O)Cl)cc1OCC, [H][H], [Pd+2], S, O=S(=O)([O-])[O-], O=S(=O)([O-])[O-], c1ccc2ncccc2c1. Product: CCOC(=O)c1c(OCC)cc(C=O)cc1OCC. As a reaction SMILES: [Ba+2:39].[CH2:1]([CH3:2])[O:3][C:4]([c:5]1[c:6]([O:17][CH2:18][CH3:19])[cH:7][c:8]([C:14](=[O:15])[Cl:16])[cH:9][c:10]1[O:11][CH2:12][CH3:13])=[O:20].[H:32][H:33].[Pd+2:40].[S:21].[S:34]([O-:35])([O-:36])(=[O:37])=[O:38].[S:41]([O-:42])([O-:43])(=[O:44])=[O:45].[n:22]1[c:23]2[c:24]([cH:25][cH:26][cH:27][cH:28]2)[cH:29][cH:30][cH:31]1>>[CH2:1]([CH3:2])[O:3][C:4]([c:5]1[c:6]([O:17][CH2:18][CH3:19])[cH:7][c:8]([CH:14]=[O:15])[cH:9][c:10]1[O:11][CH2:12][CH3:13])=[O:20]. Reactants: CC(C)(C)OC(=O)Nc1cc(Cl)cc(Cl)c1, C=CCI, CCOC(C)=O, [H-], [Na+], CN(C)C=O. The product is C=CCN(C(=O)OC(C)(C)C)c1cc(Cl)cc(Cl)c1. Reaction SMILES: [C:1]([CH3:2])([CH3:3])([CH3:4])[O:5][C:6]([NH:7][c:8]1[cH:9][c:10]([Cl:15])[cH:11][c:12]([Cl:14])[cH:13]1)=[O:16].[CH2:19]([CH:20]=[CH2:21])[I:22].[CH3:28][CH2:29][O:30][C:31]([CH3:32])=[O:33].[H-:18].[Na+:17].[O:23]=[CH:24][N:25]([CH3:26])[CH3:27]>>[C:1]([CH3:2])([CH3:3])([CH3:4])[O:5][C:6]([N:7]([c:8]1[cH:9][c:10]([Cl:15])[cH:11][c:12]([Cl:14])[cH:13]1)[CH2:21][CH:20]=[CH2:19])=[O:16]. Starting materials: ClC1=NSC(=C1C(=O)OCC)C1=C(C=CC=C1)C (ethyl 3-chloro-5-(2-methylphenyl)-1,2-thiazole-4-carboxylate), O1CCCC1 (tetrahydrofuran), [H-].[H-].[H-].[H-].[Li+].[Al+3] (LiAlH4). Reaction conditions: temperature 30 celsius, time 2 hour. Product: ClC1=NSC(=C1CO)C1=C(C=CC=C1)C ([3-chloro-5-(2-methylphenyl)-1,2-thiazol-4-yl]methanol). Reaction SMILES: [Cl:1][C:2]1[C:6]([C:7](OCC)=[O:8])=[C:5]([C:12]2[CH:17]=[CH:16][CH:15]=[CH:14][C:13]=2[CH3:18])[S:4][N:3]=1.O1CCCC1.[H-].[H-].[H-].[H-].[Li+].[Al+3]>>[Cl:1][C:2]1[C:6]([CH2:7][OH:8])=[C:5]([C:12]2[CH:17]=[CH:16][CH:15]=[CH:14][C:13]=2[CH3:18])[S:4][N:3]=1 |f:2.3.4.5.6.7|. Procedure details: Into a 50-mL round-bottom flask, was placed ethyl 3-chloro-5-(2-methylphenyl)-1,2-thiazole-4-carboxylate (730 mg, 2.59 mmol, 1.00 equiv), tetrahydrofuran (10 mg, 0.14 mmol, 0.05 equiv). This was followed by the addition of LiAlH4 (296 mg, 7.80 mmol, 3.01 equiv), in portions at 0° C. The resulting solution was stirred for 2 h at 30° C. The reaction was then quenched by the addition of 1.5 g of ice/salt. The solids were filtered out. The resulting solution was extracted with 3×10 mL of ethyl aceta... Starting materials: OC(C(=O)NC(CCCC=1C=NC=CC1)C)C1=CC=CC=C1 (alpha-hydroxy-N-[1-methyl-4-(3-pyridinyl)butyl]benzeneacetamide). Run in Cl (HCl), Cl (HCl). Product: C[C@H](CCCC=1C=NC=CC1)N ((R)-alpha-methyl-3-pyridinebutanamine). As a reaction SMILES: OC(C1C=CC=CC=1)C([NH:5][CH:6]([CH3:16])[CH2:7][CH2:8][CH2:9][C:10]1[CH:11]=[N:12][CH:13]=[CH:14][CH:15]=1)=O>Cl>[CH3:16][C@@H:6]([NH2:5])[CH2:7][CH2:8][CH2:9][C:10]1[CH:11]=[N:12][CH:13]=[CH:14][CH:15]=1. Reported procedure: A solution of 145 g of [R-(R.,R*)]-alpha-hydroxy-N-[1-methyl-4-(3-pyridinyl)butyl]benzeneacetamide in 900 mL of 6N HCl was treated with 80 mL of conc. HCl and then was heated at reflux for 2 days. After most of the solvent was removed under reduced pressure. The residue was made decidedly basic with 10N NaOH in an argon atmosphere and extracted with dichloromethane (1×1.2L; 2×600 mL). The dried (K2CO3) extracts were evaporated and the crude product was distilled to give 78.5 g of (R)-alpha-methy... Run at time 10 minute. Solvent: C1CCOC1 (THF). The yield is 20.1%. Procedure: Phosphazene base 1-tert-butyl-2,2,4,4,4-pentakis(dimethylamino)-2-lambda5-5,4-lambda5-5-catenadi(phosphazene) (P2-tBu) (2M in THF) (0.38 ml, 0.77 mmol) was added dropwise to a solution of 3-[chloro-(2,6-difluoro-phenyl)-methanesulfonyl]-5,5-dimethyl-4,5-dihydroisoxazole (0.2 g, 0.64 mmol) in THF (2 ml), and the solution was stirred for 10 minutes at room temperature. N-Fluorobenzenesulfonimide (NFSI) (0.15 g, 0.77 mmol) was added and the mixture was stirred for 1 hour. The reaction was quenched ... RXN SMILES: [Cl:1][CH:2]([C:13]1[C:18]([F:19])=[CH:17][CH:16]=[CH:15][C:14]=1[F:20])[S:3]([C:6]1[CH2:10][C:9]([CH3:12])([CH3:11])[O:8][N:7]=1)(=[O:5])=[O:4].C1C=CC(S(N(S(C2C=CC=CC=2)(=O)=O)[F:31])(=O)=O)=CC=1>C1COCC1>[Cl:1][C:2]([C:13]1[C:14]([F:20])=[CH:15][CH:16]=[CH:17][C:18]=1[F:19])([F:31])[S:3]([C:6]1[CH2:10][C:9]([CH3:12])([CH3:11])[O:8][N:7]=1)(=[O:4])=[O:5]. The reactants are Phosphazene, ClC(S(=O)(=O)C1=NOC(C1)(C)C)C1=C(C=CC=C1F)F (3-[chloro-(2,6-difluoro-phenyl)-methanesulfonyl]-5,5-dimethyl-4,5-dihydroisoxazole), C1=CC=C(C=C1)S(=O)(=O)N(F)S(=O)(=O)C2=CC=CC=C2 (N-Fluorobenzenesulfonimide). The product is ClC(S(=O)(=O)C1=NOC(C1)(C)C)(F)C1=C(C=CC=C1F)F (3-[chloro-(2,6-difluoro-phenyl)-fluoro-methanesulfonyl]-5,5-dimethyl-4,5-dihydroisoxazole). Reactants: C(C)N(CCCN(C(=O)NC1=NC=CC(=C1)OC1=C(C=C(C=C1)[N+](=O)[O-])F)C)CC (1-(3-diethylaminopropyl)-3-[4-(2-fluoro-4-nitrophenoxy)pyridin-2-yl]-1-methylurea), O1CCCC1 (tetrahydrofuran). Reagents/catalysts: [C].[Pd] (palladium carbon). The solvent is CO (methanol). Reaction conditions: time 12 hour. The product is C(C)N(CCCN(C(=O)NC1=NC=CC(=C1)OC1=C(C=C(C=C1)N)F)C)CC (1-(3-Diethylaminopropyl)-3-[4-(4-amino-2-fluorophenoxy)pyridin-2-yl]-1-methylurea). Yield: 99.9%. Reaction SMILES: [CH2:1]([N:3]([CH2:29][CH3:30])[CH2:4][CH2:5][CH2:6][N:7]([CH3:28])[C:8]([NH:10][C:11]1[CH:16]=[C:15]([O:17][C:18]2[CH:23]=[CH:22][C:21]([N+:24]([O-])=O)=[CH:20][C:19]=2[F:27])[CH:14]=[CH:13][N:12]=1)=[O:9])[CH3:2].O1CCCC1>CO.[C].[Pd]>[CH2:29]([N:3]([CH2:1][CH3:2])[CH2:4][CH2:5][CH2:6][N:7]([CH3:28])[C:8]([NH:10][C:11]1[CH:16]=[C:15]([O:17][C:18]2[CH:23]=[CH:22][C:21]([NH2:24])=[CH:20][C:19]=2[F:27])[CH:14]=[CH:13][N:12]=1)=[O:9])[CH3:30] |f:3.4|. Reported procedure: To a solution of 1-(3-diethylaminopropyl)-3-[4-(2-fluoro-4-nitrophenoxy)pyridin-2-yl]-1-methylurea (503 mg, 1.20 mmol) in methanol (40 ml)-tetrahydrofuran (20 ml) was added 10% palladium carbon (200 mg), followed by stirring under a hydrogen atmosphere at room temperature for 12 hrs. The catalyst was filtered and washed with methanol. The filtrate was concentrated under a reduced pressure to give a residue, which was then purified by silica gel column chromatography (Fuji Silysia NH, ethyl aceta...